From a dataset of the Open Reaction Database (ORD), a public repository of structured organic reaction records. describe an organic reaction: reactants, conditions, products, and yield Yields the product Cc1cn(-c2ccc3c(N)ncc(C(=O)O)c3c2)c2c1C(=O)CC(C)(C)C2. Reaction SMILES: [CH2:31]1[O:32][CH2:33][CH2:34][CH2:35]1.[ClH:27].[NH2:1][c:2]1[n:3][cH:4][c:5]([C:25]#[N:26])[c:6]2[cH:7][c:8](-[n:12]3[cH:13][c:14]([CH3:24])[c:15]4[c:20]3[CH2:19][C:18]([CH3:21])([CH3:22])[CH2:17][C:16]4=[O:23])[cH:9][cH:10][c:11]12.[Na+:29].[OH-:28].[OH2:30]>>[NH2:1][c:2]1[n:3][cH:4][c:5]([C:25](=[O:28])[OH:30])[c:6]2[cH:7][c:8](-[n:12]3[cH:13][c:14]([CH3:24])[c:15]4[c:20]3[CH2:19][C:18]([CH3:21])([CH3:22])[CH2:17][C:16]4=[O:23])[cH:9][cH:10][c:11]12. Reactants: C1CCOC1, Cl, Cc1cn(-c2ccc3c(N)ncc(C#N)c3c2)c2c1C(=O)CC(C)(C)C2, [Na+], [OH-], O.